Task: describe an organic reaction: reactants, conditions, products, and yield. Dataset: the Open Reaction Database (ORD), a public repository of structured organic reaction records The reactants are OC(CCCCCN1C=NC=C1)C1=C(C=C(C=C1)OC)OC (1-[6-hydroxy-6-(2,4-dimethoxyphenyl)hexyl]imidazole), Cl (HCl). The product is Cl.COC1=C(C=CC(=C1)OC)C=CCCCCN1C=NC=C1 (1-[6-(2,4-dimethoxyphenyl)hex-5-enyl]imidazole, hydrochloride). As a reaction SMILES: O[CH:2]([C:13]1[CH:18]=[CH:17][C:16]([O:19][CH3:20])=[CH:15][C:14]=1[O:21][CH3:22])[CH2:3][CH2:4][CH2:5][CH2:6][CH2:7][N:8]1[CH:12]=[CH:11][N:10]=[CH:9]1.[ClH:23]>>[ClH:23].[CH3:22][O:21][C:14]1[CH:15]=[C:16]([O:19][CH3:20])[CH:17]=[CH:18][C:13]=1[CH:2]=[CH:3][CH2:4][CH2:5][CH2:6][CH2:7][N:8]1[CH:12]=[CH:11][N:10]=[CH:9]1 |f:2.3|. Procedure: Treat 0.266 gm of the compound prepared in Example 68 with 11 ml of 0.1N HCl to give the title compound. Starting materials: C(C1=CC=CC=C1)OC=1N=NC(=CC1OCC1=CC=CC=C1)C#CC1=CC=CC=C1 (3,4-bis(benzyloxy)-6-(phenylethynyl)pyridazine), C(C1=CC=CC=C1)OC=1N=NC(=CC1OCC1=CC=CC=C1)Cl (3,4-bis(benzyloxy)-6-chloropyridazine), C(#C)C1=CC(=CC=C1)F (1-ethynyl-3-fluorobenzene), C(C1=CC=CC=C1)OC=1N=NC(=CC1OCC1=CC=CC=C1)C#CC1=CC=CC=C1 (3,4-bis(benzyloxy)-6-(phenylethynyl)pyridazine), C(C1=CC=CC=C1)OC=1N=NC(=CC1OCC1=CC=CC=C1)Cl (3,4-bis(benzyloxy)-6-chloropyridazine). The product is C(C1=CC=CC=C1)OC=1N=NC(=CC1OCC1=CC=CC=C1)C#CC1=CC(=CC=C1)F (3,4-bis(Benzyloxy)-6-[(3-fluorophenyl)ethynyl]pyridazine). RXN SMILES: [CH2:1]([O:8][C:9]1[N:10]=[N:11][C:12]([C:23]#[C:24][C:25]2[CH:30]=[CH:29][CH:28]=[CH:27][CH:26]=2)=[CH:13][C:14]=1[O:15][CH2:16][C:17]1[CH:22]=[CH:21][CH:20]=[CH:19][CH:18]=1)[C:2]1[CH:7]=[CH:6][CH:5]=[CH:4][CH:3]=1.C(OC1N=NC(Cl)=CC=1OCC1C=CC=CC=1)C1C=CC=CC=1.C(C1C=CC=C([F:62])C=1)#C>>[CH2:1]([O:8][C:9]1[N:10]=[N:11][C:12]([C:23]#[C:24][C:25]2[CH:30]=[CH:29][CH:28]=[C:27]([F:62])[CH:26]=2)=[CH:13][C:14]=1[O:15][CH2:16][C:17]1[CH:18]=[CH:19][CH:20]=[CH:21][CH:22]=1)[C:2]1[CH:3]=[CH:4][CH:5]=[CH:6][CH:7]=1. Procedure details: Prepared as described for 3,4-bis(benzyloxy)-6-(phenylethynyl)pyridazine (Intermediate 2) from 3,4-bis(benzyloxy)-6-chloropyridazine (Intermediate 1) and 1-ethynyl-3-fluorobenzene. The reactants are COc1nc(Br)cnc1NCC1CCN(C(=O)OC(C)(C)C)CC1, C[Zn]C, Cc1ccccc1, CCOC(C)=O, Cl[Ni]Cl, C1CCOC1, O, c1ccc(P(CCCP(c2ccccc2)c2ccccc2)c2ccccc2)cc1. Yields the product COc1nc(C)cnc1NCC1CCN(C(=O)OC(C)(C)C)CC1. Reaction SMILES: [C:1]([CH3:2])([CH3:3])([CH3:4])[O:5][C:6](=[O:7])[N:8]1[CH2:9][CH2:10][CH:11]([CH2:14][NH:15][c:16]2[n:17][cH:18][c:19]([Br:24])[n:20][c:21]2[O:22][CH3:23])[CH2:12][CH2:13]1.[CH3:25][Zn:26][CH3:27].[CH3:28][c:29]1[cH:30][cH:31][cH:32][cH:33][cH:34]1.[CH3:41][CH2:42][O:43][C:44](=[O:45])[CH3:46].[Ni:47]([Cl:48])[Cl:49].[O:35]1[CH2:36][CH2:37][CH2:38][CH2:39]1.[OH2:40].[c:50]1([P:51]([c:52]2[cH:53][cH:54][cH:55][cH:56][cH:57]2)[CH2:58][CH2:59][CH2:60][P:61]([c:62]2[cH:63][cH:64][cH:65][cH:66][cH:67]2)[c:68]2[cH:69][cH:70][cH:71][cH:72][cH:73]2)[cH:74][cH:75][cH:76][cH:77][cH:78]1>>[C:1]([CH3:2])([CH3:3])([CH3:4])[O:5][C:6](=[O:7])[N:8]1[CH2:9][CH2:10][CH:11]([CH2:14][NH:15][c:16]2[n:17][cH:18][c:19]([CH3:25])[n:20][c:21]2[O:22][CH3:23])[CH2:12][CH2:13]1. Starting materials: O=Cc1cc(Br)ccc1O, O=C([O-])[O-], C1COCCO1, C=CC=O, [K+], [K+]. The product is O=CC1=Cc2cc(Br)ccc2OC1. RXN SMILES: [Br:1][c:2]1[cH:3][cH:4][c:5]([OH:10])[c:6]([CH:7]=[O:8])[cH:9]1.[C:11](=[O:12])([O-:13])[O-:14].[CH2:21]1[O:22][CH2:23][CH2:24][O:25][CH2:26]1.[CH:17](=[O:18])[CH:19]=[CH2:20].[K+:15].[K+:16]>>[Br:1][c:2]1[cH:3][cH:4][c:5]2[c:6]([cH:9]1)[CH:7]=[C:19]([CH:17]=[O:18])[CH2:20][O:10]2. Starting materials: CC(=O)[O-], Cc1ccc(-c2ccoc2C=O)cc1, CCO, CC(=O)OC(C)=O, Cl, NO, [Na+]. The product is Cc1ccc(-c2ccoc2C#N)cc1. RXN SMILES: [CH3:19][C:20](=[O:21])[O-:22].[CH3:1][c:2]1[cH:3][cH:4][c:5](-[c:8]2[c:9]([CH:13]=[O:14])[o:10][cH:11][cH:12]2)[cH:6][cH:7]1.[CH3:23][CH2:24][OH:25].[CH3:26][C:27]([O:28][C:29](=[O:30])[CH3:31])=[O:32].[ClH:15].[NH2:16][OH:17].[Na+:18]>>[CH3:1][c:2]1[cH:3][cH:4][c:5](-[c:8]2[c:9]([C:13]#[N:16])[o:10][cH:11][cH:12]2)[cH:6][cH:7]1.